This data is from the Open Reaction Database (ORD), a public repository of structured organic reaction records. The task is: describe an organic reaction: reactants, conditions, products, and yield The reactants are C(C1=CC=CC=C1)(C1=CC=CC=C1)NC(P(O)O)C1=CC=C(C=C1)NC(C)=O (1-benzhydrylamino-1-(4-acetamidophenyl)-methanephosphonous acid), C(C1=CC=CC=C1)(C1=CC=CC=C1)NC(C(C)C)P(O)O (1-benzhydrylamino-2-methylpropanephosphonous acid). Yields the product NC(P(O)O)C1=CC=C(C=C1)NC(C)=O (1-amino-1-(4-acetamidophenyl)-methanephosphonous acid). As a reaction SMILES: C([NH:14][CH:15]([C:19]1[CH:24]=[CH:23][C:22]([NH:25][C:26](=[O:28])[CH3:27])=[CH:21][CH:20]=1)[P:16]([OH:18])[OH:17])(C1C=CC=CC=1)C1C=CC=CC=1.C(NC(P(O)O)C(C)C)(C1C=CC=CC=1)C1C=CC=CC=1>>[NH2:14][CH:15]([C:19]1[CH:24]=[CH:23][C:22]([NH:25][C:26](=[O:28])[CH3:27])=[CH:21][CH:20]=1)[P:16]([OH:18])[OH:17]. Reported procedure: The procedure described in Example 36B was repeated using DL-1-benzhydrylamino-1-(4-acetamidophenyl)-methanephosphonous acid instead of DL-1-benzhydrylamino-2-methylpropanephosphonous acid to give DL-1-amino-1-(4-acetamidophenyl)-methanephosphonous acid. This was treated with dilute hydrobromic acid at reflux followed by propylene oxide to give DL-1-amino-1-(4-aminophenyl)-methanephosphonous acid. The reactants are C1(CCCCC1)CN1C(=C(C=C1C1=CC(=CC(=C1)C(C)(C)C)C(C)(C)C)S(=O)(=O)N)C (1-(Cyclohexylmethyl)-5-(3,5-di-tert-butylphenyl)-2-methyl-1H-pyrrole-3-sulfonamide), [H-].[Na+] (NaH), O (Water), BrCCC(=O)OCC (ethyl 3-bromopropanoate). The solvent is CN(C)C=O (DMF). Run at time 10 minute. The product is C1(CCCCC1)CN1C(=C(C=C1C1=CC(=CC(=C1)C(C)(C)C)C(C)(C)C)S(=O)(=O)NCCC(=O)OC)C (Methyl 3-(1-(cyclohexylmethyl)-5-(3,5-di-tert-butylphenyl)-2-methyl-1H-pyrrole-3-sulfonamido)propanoate). Isolated yield 33.5%. RXN SMILES: [CH:1]1([CH2:7][N:8]2[C:12]([C:13]3[CH:18]=[C:17]([C:19]([CH3:22])([CH3:21])[CH3:20])[CH:16]=[C:15]([C:23]([CH3:26])([CH3:25])[CH3:24])[CH:14]=3)=[CH:11][C:10]([S:27]([NH2:30])(=[O:29])=[O:28])=[C:9]2[CH3:31])[CH2:6][CH2:5][CH2:4][CH2:3][CH2:2]1.[H-].[Na+].Br[CH2:35][CH2:36][C:37]([O:39][CH2:40]C)=[O:38].O>CN(C=O)C>[CH:1]1([CH2:7][N:8]2[C:12]([C:13]3[CH:18]=[C:17]([C:19]([CH3:22])([CH3:20])[CH3:21])[CH:16]=[C:15]([C:23]([CH3:24])([CH3:25])[CH3:26])[CH:14]=3)=[CH:11][C:10]([S:27]([NH:30][CH2:35][CH2:36][C:37]([O:39][CH3:40])=[O:38])(=[O:29])=[O:28])=[C:9]2[CH3:31])[CH2:2][CH2:3][CH2:4][CH2:5][CH2:6]1 |f:1.2|. Procedure: To a solution of compound 1 (1.0 g, 2.25 mmol) in dry DMF (10 mL) was added NaH (60%, 92 mg, 2.3 mmol) at 0° C. and the mixture was stirred for 10 min, ethyl 3-bromopropanoate (410 mg, 2.25 mmol) was added and stirred at rt for 5 h. Water was added and the solution was extracted with EA. The organic layer was washed with brine twice, concentrated and purified by CC (PE/EA=5/1) to give compound 38 (400 mg, 34%) as a white solid. Starting materials: C(C)N1CCC(CC1)C=1C(=C(C#N)C=CC1)F (3-(1-ethylpiperidin-4-yl)-2-fluorobenzonitrile), C(C#CC)O (2-butyn-1-ol), CC(C)([O-])C.[K+] (potassium-tert-butoxide), Cl (hydrochloric acid). Solvent: CS(=O)C (dimethylsulfoxide). Reaction conditions: temperature 125 celsius. Yields the product C(C)N1CCC(CC1)C=1C(=C(C#N)C=CC1)O (3-(1-ETHYLPIPERIDIN-4-YL)-2-HYDROXYBENZONITRILE). As a reaction SMILES: [CH2:1]([N:3]1[CH2:8][CH2:7][CH:6]([C:9]2[C:10](F)=[C:11]([CH:14]=[CH:15][CH:16]=2)[C:12]#[N:13])[CH2:5][CH2:4]1)[CH3:2].C([OH:22])C#CC.CC(C)([O-])C.[K+].Cl>CS(C)=O>[CH2:1]([N:3]1[CH2:8][CH2:7][CH:6]([C:9]2[C:10]([OH:22])=[C:11]([CH:14]=[CH:15][CH:16]=2)[C:12]#[N:13])[CH2:5][CH2:4]1)[CH3:2] |f:2.3|. Procedure details: To a solution of 3-(1-ethylpiperidin-4-yl)-2-fluorobenzonitrile (10 mg, 0.031 mmol) in dimethylsulfoxide (1 ml) was added 2-butyn-1-ol (4.3 mg, 0.062 mmol) and potassium-tert-butoxide (7 mg, 0.063 mmol). The mixture was heated to 125° C. in a sealed tube under microwave radiation for 120 s. Aqueous hydrochloric acid (10%, 10 ml) was added and the aqueous phase was washed with diethyl ether (2×20 ml). The aqueous phase was basified by addition of sodium hydroxide (5 M, 5 ml) and extracted with et... Reactants: C1COCCO1, COC(=O)CCc1oc(-n2ccnc2S(C)(=O)=O)nc1-c1ccc(Cl)cc1, Cl, [Na+], [OH-], O. Yields the product CS(=O)(=O)c1nccn1-c1nc(-c2ccc(Cl)cc2)c(CCC(=O)O)o1. RXN SMILES: [CH2:31]1[O:32][CH2:33][CH2:34][O:35][CH2:36]1.[Cl:1][c:2]1[cH:3][cH:4][c:5](-[c:8]2[n:9][c:10](-[n:19]3[c:20]([S:24](=[O:25])(=[O:26])[CH3:27])[n:21][cH:22][cH:23]3)[o:11][c:12]2[CH2:13][CH2:14][C:15](=[O:16])[O:17][CH3:18])[cH:6][cH:7]1.[ClH:30].[Na+:29].[OH-:28].[OH2:37]>>[Cl:1][c:2]1[cH:3][cH:4][c:5](-[c:8]2[n:9][c:10](-[n:19]3[c:20]([S:24](=[O:25])(=[O:26])[CH3:27])[n:21][cH:22][cH:23]3)[o:11][c:12]2[CH2:13][CH2:14][C:15](=[O:16])[OH:17])[cH:6][cH:7]1.